The task is: describe an organic reaction: reactants, conditions, products, and yield. This data is from the Open Reaction Database (ORD), a public repository of structured organic reaction records. The reactants are C1(CC1)CBr (cyclopropylmethyl bromide), O (water), COC=1C=C(C=CC1)[C@@]12CC(NC([C@@H]2CCCC1)=O)=O (4a-(m-methoxyphenyl)-1,3-diketo-trans-decahydroisoquinoline), suspension, [H-].[Na+] (sodium hydride), N-cyclopropylmethyl-4a(m-methoxyphenyl)-1,3-diketo-cis-decahydroisoquinoline. Run in CN(C=O)C (dimethylformamide), C1=CC=CC=C1 (benzene), CN(C=O)C (dimethylformamide), CN(C=O)C (dimethylformamide). Run at time 45 minute. Yields the product C1(CC1)CN1C([C@H]2CCCC[C@]2(CC1=O)C1=CC(=CC=C1)OC)=O (N-Cyclopropylmethyl-4a-(m-methoxyphenyl)-1,3-diketo-cis-decahydroisoquinoline). RXN SMILES: [CH3:1][O:2][C:3]1[CH:4]=[C:5]([C@@:9]23[CH2:18][CH2:17][CH2:16][CH2:15][C@H:14]2[C:13](=[O:19])[NH:12][C:11](=[O:20])[CH2:10]3)[CH:6]=[CH:7][CH:8]=1.[H-].[Na+].[CH:23]1([CH2:26]Br)[CH2:25][CH2:24]1.O>CN(C)C=O.C1C=CC=CC=1>[CH:23]1([CH2:26][N:12]2[C:11](=[O:20])[CH2:10][C@@:9]3([C:5]4[CH:6]=[CH:7][CH:8]=[C:3]([O:2][CH3:1])[CH:4]=4)[C@H:14]([CH2:15][CH2:16][CH2:17][CH2:18]3)[C:13]2=[O:19])[CH2:25][CH2:24]1 |f:1.2|. Procedure: A solution of 2.0 g (7.3 mmoles) of 4a-(m-methoxyphenyl)-1,3-diketo-trans-decahydroisoquinoline (Ex. 7A) in 50 ml of anhydrous dimethylformamide was added to 35.1 mg of a 55% suspension of sodium hydride in mineral oil in 25 ml of dimethylformamide heated at 70°. Heating was continued for 45 minutes after the addition was complete after which time 1.09 g (8.1 mmoles) of cyclopropylmethyl bromide in 10 ml of dimethylformamide was added. The reaction mixture was heated at 80° for 2 hours and allow...